From a dataset of the Open Reaction Database (ORD), a public repository of structured organic reaction records. describe an organic reaction: reactants, conditions, products, and yield Reactants: C(C)(C)(C)OC(=O)N1CCC(CC1)O (4-hydroxy-piperidine-1-carboxylic acid tert-butyl ester), solution, C(=O)(Cl)Cl (phosgene), C1(=CC=CC=C1)C (toluene). Solvent: C1CCOC1 (THF). Reaction conditions: time 1 hour. Yields the product ClC(=O)O.C(C)(C)(C)OC(=O)N1CCC(CC1)O (4-Hydroxy-piperidine-1-carboxylic acid tert-butyl ester chloroformate). RXN SMILES: [C:1]([O:5][C:6]([N:8]1[CH2:13][CH2:12][CH:11]([OH:14])[CH2:10][CH2:9]1)=[O:7])([CH3:4])([CH3:3])[CH3:2].C(Cl)([Cl:17])=O.C1(C)C=CC=CC=1>C1COCC1>[Cl:17][C:6]([OH:5])=[O:7].[C:1]([O:5][C:6]([N:8]1[CH2:13][CH2:12][CH:11]([OH:14])[CH2:10][CH2:9]1)=[O:7])([CH3:4])([CH3:2])[CH3:3] |f:4.5|. Procedure: To a solution of 4-hydroxy-piperidine-1-carboxylic acid tert-butyl ester (201 mg, 1.0 mmol) in THF (2 mL) was added a 20% solution of phosgene in toluene (358 μL, 1.7 mmol). The reaction was stirred at room temperature for 1 hour. The reaction was concentrated under reduced pressure. The reactants are [N+](=O)([O-])C1=CC=C2C(=NN(C(C2=C1)=O)C1=CC=C(C=C1)C(C)(C)C)NC=1N(N=C(C1)C)C(C)(C)C (7-Nitro-4-(2-tert-butyl-5-methyl-2H-pyrazol-3-ylamino)-2-(4-tert-butyl-phenyl)-2H-phthalazin-1-one). The reagents and catalysts are [Pd] (palladium on charcoal). The solvent is CO.C1CCOC1 (methanol THF). The product is NC1=CC=C2C(=NN(C(C2=C1)=O)C1=CC=C(C=C1)C(C)(C)C)NC=1N(N=C(C1)C)C(C)(C)C (7-Amino-4-(2-tert-butyl-5-methyl-2H-pyrazol-3-ylamino)-2-(4-tert-butyl-phenyl)-2H-phthalazin-1-one). Yield: 66.7%. RXN SMILES: [N+:1]([C:4]1[CH:13]=[C:12]2[C:7]([C:8]([NH:25][C:26]3[N:27]([C:32]([CH3:35])([CH3:34])[CH3:33])[N:28]=[C:29]([CH3:31])[CH:30]=3)=[N:9][N:10]([C:15]3[CH:20]=[CH:19][C:18]([C:21]([CH3:24])([CH3:23])[CH3:22])=[CH:17][CH:16]=3)[C:11]2=[O:14])=[CH:6][CH:5]=1)([O-])=O>[Pd].CO.C1COCC1>[NH2:1][C:4]1[CH:13]=[C:12]2[C:7]([C:8]([NH:25][C:26]3[N:27]([C:32]([CH3:35])([CH3:34])[CH3:33])[N:28]=[C:29]([CH3:31])[CH:30]=3)=[N:9][N:10]([C:15]3[CH:16]=[CH:17][C:18]([C:21]([CH3:24])([CH3:23])[CH3:22])=[CH:19][CH:20]=3)[C:11]2=[O:14])=[CH:6][CH:5]=1 |f:2.3|. Reported procedure: 2.00 g of 7-Nitro-4-(2-tert-butyl-5-methyl-2H-pyrazol-3-ylamino)-2-(4-tert-butyl-phenyl)-2H-phthalazin-1-one were hydrogenated over palladium on charcoal in methanol/THF 1:1 at room temperature. After completion of the reaction the catalyst was filtered off and the filtrate evaporated. The residue was dissolved in 50 ml dichloromethane and extracted three times with a 3:1 mixture of water/conc. HCl. The combined aqueous phases were brought to pH 8 by addition of sodium bicarbonate and extracted ... Run at temperature 150 celsius, time 30 minute. Procedure details: Maleic anhydride polymer (product of Polyscience Co.) and aminophenol were put respectively in amounts of 5 g together with 100 mL of xylene into a 3-neck round flask into which nitrogen had been filled. Then an agitation was carried out for 30 minutes at the room temperature. Then 2.9 g of isoquinoline was put, and the temperature was raised slowly up to 150 degrees C., so that a reaction would occur. Thus the reaction was carried out for 3 hours while the formed water was slowly discharged. Th... The reactants are C1(\C=C/C(=O)O1)=O (Maleic anhydride), NC1=C(C=CC=C1)O (aminophenol), C=1(C(=CC=CC1)C)C (xylene), C1=NC=CC2=CC=CC=C12 (isoquinoline). RXN SMILES: [C:1]1(=[O:7])[O:6][C:4](=O)[CH:3]=[CH:2]1.N[C:9]1[CH:14]=[CH:13][CH:12]=[CH:11][C:10]=1O.C1(C)C(C)=CC=CC=1.C1C2C(=CC=CC=2)C=C[N:25]=1>O>[C:9]1([C:3]2[C:4]([NH:25][C:1](=[O:7])[CH:2]=2)=[O:6])[CH:14]=[CH:13][CH:12]=[CH:11][CH:10]=1. Product: C1(=CC=CC=C1)C=1C(=O)NC(C1)=O (phenylmaleimide). Solvent: O (water). Reactants: COCC(C)OS(=O)(=O)c1ccc(C)cc1, Cc1ccccc1, Cc1cccc(C)c1N. Product: COCC(C)Nc1c(C)cccc1C. RXN SMILES: [CH3:10][O:11][CH2:12][CH:13]([CH3:14])[O:15][S:16]([c:17]1[cH:18][cH:19][c:20]([CH3:21])[cH:22][cH:23]1)(=[O:24])=[O:25].[CH3:26][c:27]1[cH:28][cH:29][cH:30][cH:31][cH:32]1.[NH2:1][c:2]1[c:3]([CH3:9])[cH:4][cH:5][cH:6][c:7]1[CH3:8]>>[NH:1]([c:2]1[c:3]([CH3:9])[cH:4][cH:5][cH:6][c:7]1[CH3:8])[CH:13]([CH2:12][O:11][CH3:10])[CH3:14]. Starting materials: CCCCOc1ccc(OB([O-])[O-])cc1, COC(=O)C1=Cc2cc(Br)ccc2S(=O)(=O)CC1, O=C([O-])[O-], CCO, [K+], [K+], O, Cc1ccccc1. The product is CCCCOc1ccc(-c2ccc3c(c2)C=C(C(=O)OC)CCS3(=O)=O)cc1. As a reaction SMILES: [B:19]([O-:20])([O-:32])[O:33][c:21]1[cH:22][cH:23][c:24]([O:27][CH2:28][CH2:29][CH2:30][CH3:31])[cH:25][cH:26]1.[Br:1][c:2]1[cH:3][cH:4][c:5]2[c:6]([cH:18]1)[CH:7]=[C:8]([C:14](=[O:15])[O:16][CH3:17])[CH2:9][CH2:10][S:11]2(=[O:12])=[O:13].[C:34](=[O:35])([O-:36])[O-:37].[CH2:41]([OH:42])[CH3:43].[K+:38].[K+:39].[OH2:40].[c:44]1([CH3:45])[cH:46][cH:47][cH:48][cH:49][cH:50]1>>[c:2]1(-[c:21]2[cH:22][cH:23][c:24]([O:27][CH2:28][CH2:29][CH2:30][CH3:31])[cH:25][cH:26]2)[cH:3][cH:4][c:5]2[c:6]([cH:18]1)[CH:7]=[C:8]([C:14](=[O:15])[O:16][CH3:17])[CH2:9][CH2:10][S:11]2(=[O:12])=[O:13].